From a dataset of the Open Reaction Database (ORD), a public repository of structured organic reaction records. describe an organic reaction: reactants, conditions, products, and yield Starting materials: CC(=O)Nc1cc(Oc2ccc(Cl)cc2Cl)ccc1[N+](=O)[O-], CCO, Cl, [Na+], [OH-]. Yields the product Nc1cc(Oc2ccc(Cl)cc2Cl)ccc1[N+](=O)[O-]. Reaction SMILES: [CH3:1][C:2](=[O:3])[NH:4][c:5]1[c:6]([N+:20](=[O:21])[O-:22])[cH:7][cH:8][c:9]([O:11][c:12]2[c:13]([Cl:19])[cH:14][c:15]([Cl:18])[cH:16][cH:17]2)[cH:10]1.[CH3:23][CH2:24][OH:25].[ClH:28].[Na+:27].[OH-:26]>>[NH2:4][c:5]1[c:6]([N+:20](=[O:21])[O-:22])[cH:7][cH:8][c:9]([O:11][c:12]2[c:13]([Cl:19])[cH:14][c:15]([Cl:18])[cH:16][cH:17]2)[cH:10]1. The reactants are [C-]#N.[K+] (potassium cyanide), C(C)#N (acetonitrile), ClC1=CC=C(C=C1)C(C(=O)OC(C1=CC(=CC=C1)OC1=CC=CC=C1)Cl)C(C)C (α-chloro-3-phenoxybenzyl 2-(p-chlorophenyl)-2-isopropyl-acetate). Solvent: CCOCC (Ether). Product: ClC1=CC=C(C=C1)C(C(=O)OC(C1=CC(=CC=C1)OC1=CC=CC=C1)C#N)C(C)C (α-cyano-3-phenoxy-benzyl 2-(p-chlorophenyl)-2-isopropyl-acetate). RXN SMILES: [C-]#N.[K+].[C:4](#[N:6])C.[Cl:7][C:8]1[CH:13]=[CH:12][C:11]([CH:14]([CH:33]([CH3:35])[CH3:34])[C:15]([O:17][CH:18](Cl)[C:19]2[CH:24]=[CH:23][CH:22]=[C:21]([O:25][C:26]3[CH:31]=[CH:30][CH:29]=[CH:28][CH:27]=3)[CH:20]=2)=[O:16])=[CH:10][CH:9]=1>CCOCC>[Cl:7][C:8]1[CH:13]=[CH:12][C:11]([CH:14]([CH:33]([CH3:35])[CH3:34])[C:15]([O:17][CH:18]([C:4]#[N:6])[C:19]2[CH:24]=[CH:23][CH:22]=[C:21]([O:25][C:26]3[CH:31]=[CH:30][CH:29]=[CH:28][CH:27]=3)[CH:20]=2)=[O:16])=[CH:10][CH:9]=1 |f:0.1|. Procedure: 1.5 g of potassium cyanide were added to a mixture of 80 ml of acetonitrile and the solution obtained in Example 9 and the mixture was stirred at 20° C. for 72 hours. Ether was added to the mixture which was then filtered to remove insolubles. The filtrate was evaporated to dryness under reduced pressure and the residue was chromatographed over silica gel. Elution with a 95-5 cyclohexane-acetone mixture yielded 6.5 g of RS α-cyano-3-phenoxy-benzyl 2-(p-chlorophenyl)-2-isopropyl-acetate. Reactants: [Cl-].[NH4+] (ammonium chloride), BrC=1C=CC2=C(C(=CO2)C2=CC=CC=C2)C1 (5-bromo-3-phenylbenzofuran), [Mg] (magnesium), undecyl aldehyde, C(C)OCC (diethyl ether). The solvent is O1CCCC1 (tetrahydrofuran), O (water). Run at temperature 0 celsius, time 30 minute. Product: OC(CCCCCCCCCC)C=1C=CC2=C(C(=CO2)C2=CC=CC=C2)C1 (5-(α-hydroxyundecyl)-3-phenylbenzofuran). RXN SMILES: Br[C:2]1[CH:3]=[CH:4][C:5]2[O:9][CH:8]=[C:7]([C:10]3[CH:15]=[CH:14][CH:13]=[CH:12][CH:11]=3)[C:6]=2[CH:16]=1.[Mg].[Cl-].[NH4+].C([O:22][CH2:23][CH3:24])C>O1CCCC1.O>[OH:22][CH:23]([C:2]1[CH:3]=[CH:4][C:5]2[O:9][CH:8]=[C:7]([C:10]3[CH:15]=[CH:14][CH:13]=[CH:12][CH:11]=3)[C:6]=2[CH:16]=1)[CH2:24][CH2:4][CH2:3][CH2:2][CH2:16][CH2:6][CH2:7][CH2:10][CH2:11][CH3:12] |f:2.3|. Reported procedure: To a solution of 5.5 g. (0.02 mole) of 5-bromo-3-phenylbenzofuran in tetrahydrofuran is added 0.5 g. (0.02 mole) of magnesium, and the mixture is heated at its reflux temperature for three hours. After cooling to 0° C., 3.4 g. of undecyl aldehyde is added. After stirring for 30 minutes at room temperature, the solution is added to ammonium chloride solution. Evaporation provides a residue which is mixed with diethyl ether and water. The ether layer is separated, washed with saturated sodium chlo... Starting materials: CC=1C=C(N)C=C(C1)B1OC(C(O1)(C)C)(C)C (3-methyl-5-(4,4,5,5-tetramethyl-1,3,2-dioxaborolan-2-yl)aniline), CC=1C=C(N)C=C(C1)B1OC(C(O1)(C)C)(C)C (3-methyl-5-(4,4,5,5-tetramethyl-1,3,2-dioxaborolan-2-yl)aniline), BrC1=C(N=C(S1)N1CC(NCCC1)=O)Cl (4-(5-bromo-4-chloro-1,3-thiazol-2-yl)-1,4-diazepan-2-one), C([O-])([O-])=O.[Na+].[Na+] (sodium carbonate). The reagents and catalysts are [Pd](Cl)Cl.C1(=CC=CC=C1)P([C-]1C=CC=C1)C1=CC=CC=C1.[C-]1(C=CC=C1)P(C1=CC=CC=C1)C1=CC=CC=C1.[Fe+2] (1,1′-bis(diphenylphosphino)ferrocene-palladium(II)dichloride). Run in O1CCOCC1 (dioxane). Reaction conditions: temperature 100 celsius. Product: NC=1C=C(C=C(C1)C)C1=C(N=C(S1)N1CC(NCCC1)=O)Cl (4-[5-(3-amino-5-methylphenyl)-4-chloro-1,3-thiazol-2-yl]-1,4-diazepan-2-one). Isolated yield 55.6%. RXN SMILES: [CH3:1][C:2]1[CH:3]=[C:4]([CH:6]=[C:7](B2OC(C)(C)C(C)(C)O2)[CH:8]=1)[NH2:5].Br[C:19]1[S:23][C:22]([N:24]2[CH2:30][CH2:29][CH2:28][NH:27][C:26](=[O:31])[CH2:25]2)=[N:21][C:20]=1[Cl:32].C(=O)([O-])[O-].[Na+].[Na+]>O1CCOCC1.[Pd](Cl)Cl.C1(P(C2C=CC=CC=2)[C-]2C=CC=C2)C=CC=CC=1.[C-]1(P(C2C=CC=CC=2)C2C=CC=CC=2)C=CC=C1.[Fe+2]>[NH2:5][C:4]1[CH:6]=[C:7]([C:19]2[S:23][C:22]([N:24]3[CH2:30][CH2:29][CH2:28][NH:27][C:26](=[O:31])[CH2:25]3)=[N:21][C:20]=2[Cl:32])[CH:8]=[C:2]([CH3:1])[CH:3]=1 |f:2.3.4,6.7.8.9|. Reported procedure: To a solution of 3-methyl-5-(4,4,5,5-tetramethyl-1,3,2-dioxaborolan-2-yl)aniline (preparation described in Intermediate XIX (1), 59 mg, 0.253 mmol), 4-(5-bromo-4-chloro-1,3-thiazol-2-yl)-1,4-diazepan-2-one (75 mg, 0.241 mmol), 1,1′-bis(diphenylphosphino)ferrocene-palladium(II)dichloride (35 mg, 0.048 mmol) in dioxane (0.600 mL) was added 2M aqueous sodium carbonate (0.240 mL, 0.480 mmol). The mixture was heated on a reaction block at 100° C. for 3 hours, and subsequently cooled to room temperatu... Reactants: O=C(Nc1ccc2cccc(N3CCNCC3)c2c1)c1ccccc1, CCO, Cl. The product is Nc1ccc2cccc(N3CCNCC3)c2c1. Reaction SMILES: [C:1](=[O:2])([c:3]1[cH:4][cH:5][cH:6][cH:7][cH:8]1)[NH:9][c:10]1[cH:11][cH:12][c:13]2[cH:14][cH:15][cH:16][c:17]([N:20]3[CH2:21][CH2:22][NH:23][CH2:24][CH2:25]3)[c:18]2[cH:19]1.[CH3:27][CH2:28][OH:29].[ClH:26]>>[NH2:9][c:10]1[cH:11][cH:12][c:13]2[cH:14][cH:15][cH:16][c:17]([N:20]3[CH2:21][CH2:22][NH:23][CH2:24][CH2:25]3)[c:18]2[cH:19]1. Starting materials: BrC=1C=C(C=C(C1OC)OCCCOC)C(C)N(C(=O)[C@H]1CN(CCO1)C(=O)OC(C)(C)C)C1CC1 (tert-butyl (2R)-2-{[{1-[3-bromo-4-methoxy-5-(3-methoxypropoxy)-phenyl]ethyl}(cyclopropyl)amino]carbonyl}morpholine-4-carboxylate), FC(C(=O)O)(F)F (trifluoroacetic acid). The solvent is ClCCl (dichloromethane). Conditions: time 30 minute. Yields the product BrC=1C=C(C=C(C1OC)OCCCOC)[C@@H](C)N(C(=O)[C@H]1CNCCO1)C1CC1 ((2R)-N-{(1R)-1-[3-bromo-4-methoxy-5-(3-methoxypropoxy)phenyl]ethyl}-N-cyclopropylmorpholine-2-carboxamide), BrC=1C=C(C=C(C1OC)OCCCOC)[C@H](C)N(C(=O)[C@H]1CNCCO1)C1CC1 ((2R)-N-{(1S)-1-[3-bromo-4-methoxy-5-(3-methoxypropoxy)phenyl]ethyl}-N-cyclopropylmorpholine-2-carboxamide). RXN SMILES: [Br:1][C:2]1[CH:3]=[C:4]([CH:16]([N:18]([CH:34]2[CH2:36][CH2:35]2)[C:19]([C@@H:21]2[O:26][CH2:25][CH2:24][N:23](C(OC(C)(C)C)=O)[CH2:22]2)=[O:20])[CH3:17])[CH:5]=[C:6]([O:10][CH2:11][CH2:12][CH2:13][O:14][CH3:15])[C:7]=1[O:8][CH3:9].FC(F)(F)C(O)=O>ClCCl>[Br:1][C:2]1[CH:3]=[C:4]([C@H:16]([N:18]([CH:34]2[CH2:36][CH2:35]2)[C:19]([C@@H:21]2[O:26][CH2:25][CH2:24][NH:23][CH2:22]2)=[O:20])[CH3:17])[CH:5]=[C:6]([O:10][CH2:11][CH2:12][CH2:13][O:14][CH3:15])[C:7]=1[O:8][CH3:9].[Br:1][C:2]1[CH:3]=[C:4]([C@@H:16]([N:18]([CH:34]2[CH2:36][CH2:35]2)[C:19]([C@@H:21]2[O:26][CH2:25][CH2:24][NH:23][CH2:22]2)=[O:20])[CH3:17])[CH:5]=[C:6]([O:10][CH2:11][CH2:12][CH2:13][O:14][CH3:15])[C:7]=1[O:8][CH3:9]. Reported procedure: To a solution of tert-butyl (2R)-2-{[{1-[3-bromo-4-methoxy-5-(3-methoxypropoxy)-phenyl]ethyl}(cyclopropyl)amino]carbonyl}morpholine-4-carboxylate (135 mg) in dichloromethane (2 mL) was added trifluoroacetic acid (2 mL), and the mixture was stirred at room temperature for 30 minutes. The reaction solution was concentrated under reduced pressure, and to the resulting residue was added chloroform, and the mixture was filtered through (Bond-Elute: registered trademark) (NH2). The filtrate was concen...